From a dataset of the Open Reaction Database (ORD), a public repository of structured organic reaction records. describe an organic reaction: reactants, conditions, products, and yield Starting materials: COCc1c(C=O)ncc2c1c1c(OCc3ccccc3)cccc1n2S(=O)(=O)c1ccc(C)cc1, C1CCOC1. Yields the product C=Cc1ncc2c(c1COC)c1c(OCc3ccccc3)cccc1n2S(=O)(=O)c1ccc(C)cc1. As a reaction SMILES: [CH2:1]([c:2]1[cH:3][cH:4][cH:5][cH:6][cH:7]1)[O:8][c:9]1[c:10]2[c:11]3[c:12]([CH2:34][O:35][CH3:36])[c:13]([CH:32]=[O:33])[n:14][cH:15][c:16]3[n:17]([S:22](=[O:23])(=[O:24])[c:25]3[cH:26][cH:27][c:28]([CH3:29])[cH:30][cH:31]3)[c:18]2[cH:19][cH:20][cH:21]1.[O:37]1[CH2:38][CH2:41][CH2:40][CH2:39]1>>[CH2:1]([c:2]1[cH:3][cH:4][cH:5][cH:6][cH:7]1)[O:8][c:9]1[c:10]2[c:11]3[c:12]([CH2:34][O:35][CH3:36])[c:13]([CH:32]=[CH2:38])[n:14][cH:15][c:16]3[n:17]([S:22](=[O:23])(=[O:24])[c:25]3[cH:26][cH:27][c:28]([CH3:29])[cH:30][cH:31]3)[c:18]2[cH:19][cH:20][cH:21]1.